describe an organic reaction: reactants, conditions, products, and yield From a dataset of the Open Reaction Database (ORD), a public repository of structured organic reaction records. The reactants are ClCCl, CNc1ccccc1, [Cl-], Cl, O=C(O)c1cc(-c2ccccc2)nc2ccccc12. Yields the product CN(C(=O)c1cc(-c2ccccc2)nc2ccccc12)c1ccccc1. Reaction SMILES: [CH2:30]([Cl:31])[Cl:32].[CH3:22][NH:23][c:24]1[cH:25][cH:26][cH:27][cH:28][cH:29]1.[Cl-:2].[ClH:1].[c:3]1(-[c:9]2[n:10][c:11]3[cH:12][cH:13][cH:14][cH:15][c:16]3[c:17]([C:19](=[O:20])[OH:21])[cH:18]2)[cH:4][cH:5][cH:6][cH:7][cH:8]1>>[c:3]1(-[c:9]2[n:10][c:11]3[cH:12][cH:13][cH:14][cH:15][c:16]3[c:17]([C:19](=[O:21])[N:23]([CH3:22])[c:24]3[cH:25][cH:26][cH:27][cH:28][cH:29]3)[cH:18]2)[cH:4][cH:5][cH:6][cH:7][cH:8]1. RXN SMILES: Cl.[Br:2][C:3]1[CH:8]=[CH:7][C:6]([NH:9][NH2:10])=[CH:5][CH:4]=1.NC(N)=O.O.N.[CH3:17][N:18]1CCC[C:19]1=[O:23]>>[Br:2][C:3]1[CH:8]=[CH:7][C:6]([N:9]2[CH:17]=[N:18][C:19](=[O:23])[NH:10]2)=[CH:5][CH:4]=1 |f:0.1|. Starting materials: semicarbazone, Cl.BrC1=CC=C(C=C1)NN (4-bromophenylhydrazine hydrochloride), NC(=O)N (urea), O (water), N (ammonia), CN1C(CCC1)=O (1-methyl-2-pyrrolidinone). Procedure details: A mixture of 4-bromophenylhydrazine hydrochloride (5.g, 22.4 mmol) and urea (8.1 g, 134 mmol) was heated to 80° C. overnight in 1-methyl-2-pyrrolidinone (25 mL). The reaction was poured into water (250 mL) and concentrated ammonia was added until basic pH. The solution was cooled on an ice bath and the semicarbazone filtered off. The semicarbazone (1.0 g, 4,4 mmol) was stirred in triethyl orthoformiate (B mL) at 90° C. for three days. The reaction mixture was cooled to room temperature and the c... Product: BrC1=CC=C(C=C1)N1NC(N=C1)=O (1-(4-Bromophenyl)-1 ,2-dihydro-[1,2,4]triazol-3-one). Starting materials: O=Cc1ccccc1, O=C(c1cccs1)N(CC1C2CNCC21)c1ccc(N2CCOCC2)c(F)c1, ClCCl, O=C(O)C(F)(F)F. Yields the product O=C(c1cccs1)N(CC1C2CN(Cc3ccccc3)CC21)c1ccc(N2CCOCC2)c(F)c1. As a reaction SMILES: [CH:36](=[O:37])[c:38]1[cH:39][cH:40][cH:41][cH:42][cH:43]1.[CH:8]12[CH2:9][NH:10][CH2:11][CH:12]1[CH:13]2[CH2:14][N:15]([C:16](=[O:17])[c:18]1[s:19][cH:20][cH:21][cH:22]1)[c:23]1[cH:24][c:25]([F:35])[c:26]([N:29]2[CH2:30][CH2:31][O:32][CH2:33][CH2:34]2)[cH:27][cH:28]1.[Cl:44][CH2:45][Cl:46].[F:1][C:2]([F:3])([F:4])[C:5]([OH:6])=[O:7]>>[CH:8]12[CH2:9][N:10]([CH2:36][c:38]3[cH:39][cH:40][cH:41][cH:42][cH:43]3)[CH2:11][CH:12]1[CH:13]2[CH2:14][N:15]([C:16](=[O:17])[c:18]1[s:19][cH:20][cH:21][cH:22]1)[c:23]1[cH:24][c:25]([F:35])[c:26]([N:29]2[CH2:30][CH2:31][O:32][CH2:33][CH2:34]2)[cH:27][cH:28]1. Starting materials: Cc1cc(Cl)cc(Cl)c1S(=O)(=O)Cl, CCOC(=O)CC(C)(C)c1csc(N)n1. Product: CCOC(=O)CC(C)(C)c1csc(NS(=O)(=O)c2c(C)cc(Cl)cc2Cl)n1. Reaction SMILES: [Cl:16][c:17]1[c:18]([S:25](=[O:26])(=[O:27])[Cl:28])[c:19]([CH3:24])[cH:20][c:21]([Cl:23])[cH:22]1.[NH2:1][c:2]1[s:3][cH:4][c:5]([C:7]([CH2:8][C:9](=[O:10])[O:11][CH2:12][CH3:13])([CH3:14])[CH3:15])[n:6]1>>[NH:1]([c:2]1[s:3][cH:4][c:5]([C:7]([CH2:8][C:9](=[O:10])[O:11][CH2:12][CH3:13])([CH3:14])[CH3:15])[n:6]1)[S:25]([c:18]1[c:17]([Cl:16])[cH:22][c:21]([Cl:23])[cH:20][c:19]1[CH3:24])(=[O:26])=[O:27]. Reactants: compound 91, CC1=NC(=NC=C1)O (4-methylpyrimidin-2-ol), Cl.ClCC1=C(N=C2N1C=CC=C2)C2=CC=C(C=C2)Cl (3-(chloromethyl)-2-(4-chlorophenyl)imidazo[1,2-a]pyridine hydrochloride), CC1=NC(NC=C1)=O (4-methylpyrimidin-2(1H)-one). Yields the product ClC1=CC=C(C=C1)C=1N=C2N(C=CC=C2)C1CN1C(N=C(C=C1)C)=O (1-((2-(4-chlorophenyl)imidazo[1,2-a]pyridin-3-yl)methyl)-4-methylpyrimidin-2(1H)-one). Reaction SMILES: Cl.Cl[CH2:3][C:4]1[N:8]2[CH:9]=[CH:10][CH:11]=[CH:12][C:7]2=[N:6][C:5]=1[C:13]1[CH:18]=[CH:17][C:16]([Cl:19])=[CH:15][CH:14]=1.[CH3:20][C:21]1[CH:26]=[CH:25][NH:24][C:23](=[O:27])[N:22]=1>>[Cl:19][C:16]1[CH:17]=[CH:18][C:13]([C:5]2[N:6]=[C:7]3[CH:12]=[CH:11][CH:10]=[CH:9][N:8]3[C:4]=2[CH2:3][N:24]2[CH:25]=[CH:26][C:21]([CH3:20])=[N:22][C:23]2=[O:27])=[CH:14][CH:15]=1 |f:0.1|. Reported procedure: The title compound was prepared according to Method B and the experimentals described for compound 91 from 3-(chloromethyl)-2-(4-chlorophenyl)imidazo[1,2-a]pyridine hydrochloride and 4-methylpyrimidin-2(1H)-one or 4-methylpyrimidin-2-ol. m/e+ 351 for C19H16ClN40 (M+H)+. Reactants: O=C([O-])[O-], C=C1CCN(C(=O)OC(C)(C)C)CC1, COc1ccc(Cn2nc(I)c3c(Oc4ccc(N)cc4F)ccnc32)cc1, B1C2CCCC1CCC2, [K+], [K+], [Na+], CN(C)C=O, [OH-], O. Product: COc1ccc(Cn2nc(CC3CCN(C(=O)OC(C)(C)C)CC3)c3c(Oc4ccc(N)cc4F)ccnc32)cc1. RXN SMILES: [C:52](=[O:53])([O-:54])[O-:55].[CH2:1]=[C:2]1[CH2:3][CH2:4][N:5]([C:8](=[O:9])[O:10][C:11]([CH3:12])([CH3:13])[CH3:14])[CH2:6][CH2:7]1.[CH3:24][O:25][c:26]1[cH:27][cH:28][c:29]([CH2:30][n:31]2[n:32][c:33]([I:49])[c:34]3[c:35]2[n:36][cH:37][cH:38][c:39]3[O:40][c:41]2[c:42]([F:48])[cH:43][c:44]([NH2:47])[cH:45][cH:46]2)[cH:50][cH:51]1.[CH:15]12[CH2:16][CH2:17][CH2:18][CH:19]([BH:20]1)[CH2:21][CH2:22][CH2:23]2.[K+:56].[K+:57].[Na+:59].[O:60]=[CH:61][N:62]([CH3:63])[CH3:64].[OH-:58].[OH2:65]>>[CH2:1]([CH:2]1[CH2:3][CH2:4][N:5]([C:8](=[O:9])[O:10][C:11]([CH3:12])([CH3:13])[CH3:14])[CH2:6][CH2:7]1)[c:33]1[n:32][n:31]([CH2:30][c:29]2[cH:28][cH:27][c:26]([O:25][CH3:24])[cH:51][cH:50]2)[c:35]2[c:34]1[c:39]([O:40][c:41]1[c:42]([F:48])[cH:43][c:44]([NH2:47])[cH:45][cH:46]1)[cH:38][cH:37][n:36]2. Procedure details: The reaction was carried out similarly as described in the preparation of compound 101, using compound 433 (1.10 mmol) and 3-butyne-1-ol (1.10 mmol). The crude product was purified by continuous gradient flash chromatography using EtOAc/petroleum ether (40-60) 50:50 to 100:0 as the eluent to afford the title compound as foam. Reactants: ClC1=C(C=CC(=C1)NC1=C(C=C(C=C1)F)F)C(=O)C1=C(C=CC(=C1)C=1N=NN(C1)CCOC1OCCCC1)C ([2-Chloro-4-(2,4-difluoro-phenylamino)-phenyl]-(2-methyl-5-{1-[2-(tetrahydro-pyran-2-yloxy)-ethyl]-1H-[1,2,3]triazol-4-yl}-phenyl)-methanone), N(=[N+]=[N-])C=1C=CC(=C(C1)C(=O)C1=C(C=C(C=C1)NC1=CC=C(C=C1)F)Cl)C ((5-Azido-2-methyl-phenyl)-[2-chloro-4-(4-fluoro-phenylamino)-phenyl]-methanone), C(CC#C)O (3-butyne-1-ol). Yields the product ClC1=C(C=CC(=C1)NC1=CC=C(C=C1)F)C(=O)C1=C(C=CC(=C1)N1N=NC(=C1)CCO)C ([2-Chloro-4-(4-fluoro-phenylamino)-phenyl]-{5-[4-(2-hydroxy-ethyl)-[1,2,3]triazol-1-yl]-2-methyl-phenyl}-methanone). Reaction SMILES: [Cl:1][C:2]1[CH:7]=[C:6]([NH:8][C:9]2[CH:14]=[CH:13][C:12]([F:15])=[CH:11][C:10]=2F)[CH:5]=[CH:4][C:3]=1[C:17]([C:19]1[CH:24]=[C:23](C2N=NN(CCOC3CCCCO3)C=2)[CH:22]=[CH:21][C:20]=1[CH3:39])=[O:18].[N:40]([C:43]1C=CC(C)=[C:47]([C:49](C2C=CC(NC3C=CC(F)=CC=3)=CC=2Cl)=[O:50])[CH:48]=1)=[N+:41]=[N-:42].C(O)CC#C>>[Cl:1][C:2]1[CH:7]=[C:6]([NH:8][C:9]2[CH:10]=[CH:11][C:12]([F:15])=[CH:13][CH:14]=2)[CH:5]=[CH:4][C:3]=1[C:17]([C:19]1[CH:24]=[C:23]([N:40]2[CH:43]=[C:48]([CH2:47][CH2:49][OH:50])[N:42]=[N:41]2)[CH:22]=[CH:21][C:20]=1[CH3:39])=[O:18]. Starting materials: ClC=1N=C(C2=C(N1)SC=N2)NC2=NC(=C(C=C2)OC)OC (5-chloro-N-(5,6-dimethoxypyridin-2-yl)thiazolo[5,4-d]pyrimidin-7-amine), N1CC(CC1)NC(OC(C)(C)C)=O (tert-butyl pyrrolidin-3-ylcarbamate), CC(C)C1=CC(=C(C(=C1)C(C)C)C2=C(C=CC=C2)P(C3CCCCC3)C4CCCCC4)C(C)C (X-Phos), C(=O)([O-])[O-].[Cs+].[Cs+] (Cs2CO3). The reagents and catalysts are C=1C=CC(=CC1)/C=C/C(=O)/C=C/C2=CC=CC=C2.C=1C=CC(=CC1)/C=C/C(=O)/C=C/C2=CC=CC=C2.C=1C=CC(=CC1)/C=C/C(=O)/C=C/C2=CC=CC=C2.[Pd].[Pd] (Pd2(dba)3). Solvent: O1CCOCC1 (dioxane). Conditions: temperature 95 celsius, time 24 hour. The product is COC=1C=CC(=NC1OC)NC=1C2=C(N=C(N1)N1CC(CC1)NC(OC(C)(C)C)=O)SC=N2 (tert-butyl 1-(7-(5,6-dimethoxypyridin-2-ylamino)thiazolo[5,4-d]pyrimidin-5-yl)pyrrolidin-3-ylcarbamate). The yield is 51.8%. As a reaction SMILES: Cl[C:2]1[N:3]=[C:4]([NH:11][C:12]2[CH:17]=[CH:16][C:15]([O:18][CH3:19])=[C:14]([O:20][CH3:21])[N:13]=2)[C:5]2[N:10]=[CH:9][S:8][C:6]=2[N:7]=1.[NH:22]1[CH2:26][CH2:25][CH:24]([NH:27][C:28](=[O:34])[O:29][C:30]([CH3:33])([CH3:32])[CH3:31])[CH2:23]1.CC(C1C=C(C(C)C)C(C2C=CC=CC=2P(C2CCCCC2)C2CCCCC2)=C(C(C)C)C=1)C.C([O-])([O-])=O.[Cs+].[Cs+]>O1CCOCC1.C1C=CC(/C=C/C(/C=C/C2C=CC=CC=2)=O)=CC=1.C1C=CC(/C=C/C(/C=C/C2C=CC=CC=2)=O)=CC=1.C1C=CC(/C=C/C(/C=C/C2C=CC=CC=2)=O)=CC=1.[Pd].[Pd]>[CH3:19][O:18][C:15]1[CH:16]=[CH:17][C:12]([NH:11][C:4]2[C:5]3[N:10]=[CH:9][S:8][C:6]=3[N:7]=[C:2]([N:22]3[CH2:26][CH2:25][CH:24]([NH:27][C:28](=[O:34])[O:29][C:30]([CH3:32])([CH3:31])[CH3:33])[CH2:23]3)[N:3]=2)=[N:13][C:14]=1[O:20][CH3:21] |f:3.4.5,7.8.9.10.11|. Reported procedure: To a stirred solution of 5-chloro-N-(5,6-dimethoxypyridin-2-yl)thiazolo[5,4-d]pyrimidin-7-amine (344 mg, 1.06 mmol), tert-butyl pyrrolidin-3-ylcarbamate (289 mg, 1.55 mmol), X-Phos (256 mg, 0.53 mmol) and Cs2CO3 (1.3 g, 3.9 mmol) in 120 mL of dioxane at room temperature under nitrogen was added Pd2(dba)3 (138 mg, 0.24 mmol) in one portion. Then the reaction was stirred at 95° C. under nitrogen for 24 hours. The solvent was evaporated and the residue was purified by silica gel chromatography (sil...